From a dataset of the Open Reaction Database (ORD), a public repository of structured organic reaction records. describe an organic reaction: reactants, conditions, products, and yield The reactants are C(C1=CC=CC=C1)(=O)Cl (benzoyl chloride), C1(O)=C(O)C(O)=CC=C1 (pyrogallol), C(Cl)Cl (methylene chloride). The solvent is C(C)N(CC)CC (TEA), O1CCCC1 (tetrahydrofuran), C(C)N(CC)CC (Triethylamine). Reaction conditions: time 15 minute. Product: C(C1=CC=CC=C1)(=O)OC1=C(OC(C2=CC=CC=C2)=O)C(OC(C2=CC=CC=C2)=O)=CC=C1 (Pyrogallol tri-benzoate). Reaction SMILES: [C:1](Cl)(=[O:8])[C:2]1[CH:7]=[CH:6][CH:5]=[CH:4][CH:3]=1.[C:10]1([CH:18]=[CH:17][CH:16]=[C:14]([OH:15])[C:12]=1[OH:13])[OH:11].C(Cl)Cl>C(N(CC)CC)C.O1CCCC1>[C:1]([O:11][C:10]1[CH:18]=[CH:17][CH:16]=[C:14]([O:15][C:1](=[O:8])[C:2]2[CH:7]=[CH:6][CH:5]=[CH:4][CH:3]=2)[C:12]=1[O:13][C:1](=[O:8])[C:2]1[CH:7]=[CH:6][CH:5]=[CH:4][CH:3]=1)(=[O:8])[C:2]1[CH:7]=[CH:6][CH:5]=[CH:4][CH:3]=1. Procedure: A 500 ml three-necked round-bottom flask equipped with a magnetic stirrer was charged with 20.0 g (0.142 mol) of benzoyl chloride, 6.2 g (0.05 mol) of pyrogallol, 400 ml of methylene chloride, and 50 ml of tetrahydrofuran (THF). Triethylamine (TEA; 15.3 g, 0.15 mol) was added drop-wise via an addition funnel over a period of 10 min. After the addition of TEA, the solution was stirred for an additional 15 min and subsequently transferred to a 1000 ml separatory funnel. The solution was washed wit... Reactants: C[O-], Cl, NO, [Na+], N#CCN1C(=O)c2ccccc2C1=O, CN(C)C=O, O. The product is N=C(CN1C(=O)c2ccccc2C1=O)NO. As a reaction SMILES: [CH3:18][O-:19].[ClH:15].[NH2:16][OH:17].[Na+:20].[O:1]=[C:2]1[N:3]([CH2:12][C:13]#[N:14])[C:4](=[O:11])[c:5]2[cH:6][cH:7][cH:8][cH:9][c:10]21.[O:22]=[CH:23][N:24]([CH3:25])[CH3:26].[OH2:21]>>[O:1]=[C:2]1[N:3]([CH2:12][C:13](=[NH:14])[NH:16][OH:17])[C:4](=[O:11])[c:5]2[cH:6][cH:7][cH:8][cH:9][c:10]21. The reactants are O1C(COC2=C1C=CC=C2)CN (2,3-dihydro-benzo[1,4]dioxin-2-ylmethylamine), C(C(=C)CC(=O)OC)(=O)OC (dimethyl itaconate), substituted pyrrolidines. Yields the product COC(=O)C1CN(C(C1)=O)CC1COC2=C(O1)C=CC=C2 (1-(2,3-Dihydro-benzo[1,4]dioxin-2-ylmethyl)-5-oxo-pyrrolidine-3-carboxylic acid methyl ester). Reaction SMILES: [O:1]1[C:6]2[CH:7]=[CH:8][CH:9]=[CH:10][C:5]=2[O:4][CH2:3][CH:2]1[CH2:11][NH2:12].[C:13]([O:22][CH3:23])(=[O:21])[C:14]([CH2:16][C:17](OC)=[O:18])=[CH2:15]>>[CH3:23][O:22][C:13]([CH:14]1[CH2:16][C:17](=[O:18])[N:12]([CH2:11][CH:2]2[O:1][C:6]3[CH:7]=[CH:8][CH:9]=[CH:10][C:5]=3[O:4][CH2:3]2)[CH2:15]1)=[O:21]. Procedure details: The title compound was prepared using 200 mg (1.21 mmol) of 2,3-dihydro-benzo[1,4]dioxin-2-ylmethylamine and 0.17 mL (1.21 mmol) of dimethyl itaconate according to the procedure for substituted pyrrolidines described in J. Org. Chem. 26 (1961) 1519-1524. Purification by column chromatography (silica gel, heptane/ethyl acetate, 1:2) afforded the pure product.